Dataset: the Open Reaction Database (ORD), a public repository of structured organic reaction records. Task: describe an organic reaction: reactants, conditions, products, and yield Yields the product CN(Cc1cccc([N+](=O)[O-])c1)c1c[nH]nc1C(N)=O. As a reaction SMILES: [CH3:13][O:14][c:15]1[cH:16][c:17]([O:38][CH3:39])[cH:40][cH:41][c:42]1[CH2:43][NH:18][C:19](=[O:20])[c:21]1[n:22][nH:23][cH:24][c:25]1[N:26]([CH2:27][c:28]1[cH:29][c:30]([N+:34](=[O:35])[O-:36])[cH:31][cH:32][cH:33]1)[CH3:37].[CH3:44][OH:45].[CH3:48][c:49]1[cH:50][cH:51][cH:52][cH:53][cH:54]1.[CH3:56][CH2:57][O:58][C:59](=[O:60])[CH3:61].[Na+:47].[OH-:46].[OH2:1].[OH2:55].[c:2]1([CH3:3])[cH:4][cH:5][c:6]([S:7]([OH:8])(=[O:9])=[O:10])[cH:11][cH:12]1>>[NH2:18][C:19](=[O:20])[c:21]1[n:22][nH:23][cH:24][c:25]1[N:26]([CH2:27][c:28]1[cH:29][c:30]([N+:34](=[O:35])[O-:36])[cH:31][cH:32][cH:33]1)[CH3:37]. Starting materials: COc1ccc(CNC(=O)c2n[nH]cc2N(C)Cc2cccc([N+](=O)[O-])c2)c(OC)c1, CO, Cc1ccccc1, CCOC(C)=O, [Na+], [OH-], O, O, Cc1ccc(S(=O)(=O)O)cc1.